This data is from the Open Reaction Database (ORD), a public repository of structured organic reaction records. The task is: describe an organic reaction: reactants, conditions, products, and yield The reactants are CCOCC, CC(C)(C)[O-], CN(C)C=O, COC(=O)CN1C(=O)C2(CC(=O)NC2=O)c2cc(Cl)ccc21, Clc1cccc(CBr)c1, [K+], C1CCOC1. Yields the product COC(=O)CN1C(=O)C2(CC(=O)N(Cc3cccc(Cl)c3)C2=O)c2cc(Cl)ccc21. RXN SMILES: [CH2:38]([O:39][CH2:40][CH3:41])[CH3:42].[CH3:23][C:24]([CH3:25])([O-:26])[CH3:27].[CH3:48][N:49]([CH3:50])[CH:51]=[O:52].[Cl:1][c:2]1[cH:3][c:4]2[c:8]([cH:9][cH:10]1)[N:7]([CH2:11][C:12](=[O:13])[O:14][CH3:15])[C:6](=[O:16])[C:5]21[C:17](=[O:22])[NH:18][C:19](=[O:21])[CH2:20]1.[Cl:29][c:30]1[cH:31][c:32]([CH2:33][Br:34])[cH:35][cH:36][cH:37]1.[K+:28].[O:43]1[CH2:44][CH2:45][CH2:46][CH2:47]1>>[Cl:1][c:2]1[cH:3][c:4]2[c:8]([cH:9][cH:10]1)[N:7]([CH2:11][C:12](=[O:13])[O:14][CH3:15])[C:6](=[O:16])[C:5]21[C:17](=[O:22])[N:18]([CH2:33][c:32]2[cH:31][c:30]([Cl:29])[cH:37][cH:36][cH:35]2)[C:19](=[O:21])[CH2:20]1. Product: c1cncc(-c2cnsn2)c1. The reactants are CCCCS, Clc1nsnc1-c1cccnc1, [H-], [Na+], C1CCOC1, O. Reaction SMILES: [CH2:1]([SH:2])[CH2:3][CH2:4][CH3:5].[Cl:8][c:9]1[c:10](-[c:14]2[cH:15][n:16][cH:17][cH:18][cH:19]2)[n:11][s:12][n:13]1.[H-:6].[Na+:7].[O:21]1[CH2:22][CH2:23][CH2:24][CH2:25]1.[OH2:20]>>[cH:9]1[c:10](-[c:14]2[cH:15][n:16][cH:17][cH:18][cH:19]2)[n:11][s:12][n:13]1. The reactants are N[C@@H](C)C1=NN2C(C(N1C1=CC=CC=C1)=O)=CC=C2 ((S)-2-(1-Aminoethyl)-3-phenylpyrrolo[2,1-f][1,2,4]triazin-4(3H)-one), BrC=1C(=NC=NC1Cl)N (5-bromo-6-chloropyrimidin-4-amine), [F-].[Cs+] (cesium fluoride), C(C)(C)N(C(C)C)CC (N,N-diisopropylethylamine). Product: NC1=C(C(=NC=N1)N[C@@H](C)C1=NN2C(C(N1C1=CC=CC=C1)=O)=CC=C2)Br ((S)-2-(1-((6-Amino-5-bromopyrimidin-4-yl)amino)ethyl)-3-phenylpyrrolo[2,1-f][1,2,4]triazin-4(3H)-one). Yield: 71.1%. Reaction SMILES: [NH2:1][C@H:2]([C:4]1[N:9]([C:10]2[CH:15]=[CH:14][CH:13]=[CH:12][CH:11]=2)[C:8](=[O:16])[C:7]2=[CH:17][CH:18]=[CH:19][N:6]2[N:5]=1)[CH3:3].[Br:20][C:21]1[C:22]([NH2:28])=[N:23][CH:24]=[N:25][C:26]=1Cl.[F-].[Cs+].C(N(CC)C(C)C)(C)C>>[NH2:28][C:22]1[N:23]=[CH:24][N:25]=[C:26]([NH:1][C@H:2]([C:4]2[N:9]([C:10]3[CH:15]=[CH:14][CH:13]=[CH:12][CH:11]=3)[C:8](=[O:16])[C:7]3=[CH:17][CH:18]=[CH:19][N:6]3[N:5]=2)[CH3:3])[C:21]=1[Br:20] |f:2.3|. Procedure details: (S)-2-(1-Aminoethyl)-3-phenylpyrrolo[2,1-f][1,2,4]triazin-4(3H)-one (1.2 g, 4.72 mmol) was treated 5-bromo-6-chloropyrimidin-4-amine (2 g, 9.6 mmol), cesium fluoride (1.44 g, 9.48 mmol), N,N-diisopropylethylamine (4.2 mL, 24.11 mol) according to Preparation 13. The residue was purified by flash chromatography using Isolera® Purification System (0% to 50%, dichloromethane-ethyl acetate) to give 1.43 g (71% yield) of the title compound as a solid. Purity 100%. Reactants: C(C1=CC=CC=C1)N1CC(CC1)CN (1-benzyl-3-aminomethylpyrrolidine), C1(=CC=C(C=C1)S(=O)(=O)Cl)C (p-toluenesulfonyl chloride). Run in N1=CC=CC=C1 (pyridine). Run at time 2 hour. The product is C(C1=CC=CC=C1)N1CC(CC1)CNS(=O)(=O)C1=CC=C(C=C1)C (1-benzyl-3-(p-toluenesulfonyl)aminomethylpyrrolidine). Yield: 58.7%. As a reaction SMILES: [CH2:1]([N:8]1[CH2:12][CH2:11][CH:10]([CH2:13][NH2:14])[CH2:9]1)[C:2]1[CH:7]=[CH:6][CH:5]=[CH:4][CH:3]=1.[C:15]1([CH3:25])[CH:20]=[CH:19][C:18]([S:21](Cl)(=[O:23])=[O:22])=[CH:17][CH:16]=1>N1C=CC=CC=1>[CH2:1]([N:8]1[CH2:12][CH2:11][CH:10]([CH2:13][NH:14][S:21]([C:18]2[CH:19]=[CH:20][C:15]([CH3:25])=[CH:16][CH:17]=2)(=[O:23])=[O:22])[CH2:9]1)[C:2]1[CH:7]=[CH:6][CH:5]=[CH:4][CH:3]=1. Reported procedure: To a solution of 1-benzyl-3-aminomethylpyrrolidine (J. Org. Chem. 26 4955, 1961; 5.0 g) in pyridine (30 ml) was added p-toluenesulfonyl chloride (5.6 g) for 5 minutes, and stirred for 2 hours at room temperature. After the reaction mixture was allowed to stand overnight and concentrated. The residue contain pyridine was removed by azeotrope with water (20 ml). A solution of the resulting residue in dichloromethane (100 ml) was washed with aqueous solution of potassium carbonate (x 2) and water, ... The reactants are CC=1NC(=C([C@H](C1C(=O)O)C1=C(C(=CC=C1)Cl)Cl)CC(=O)O)C ((4R)-1,4-dihydro-2,6-dimethyl-4-(2',3'-dichorophenyl)-5-carboxymethyl-3-pyridinecarboxylic acid), C([O-])(O)=O.[Na+] (sodium bicarbonate), CN(C)C=O (DMF), C(CCC)(=O)OCCl (chloromethyl butyrate). Reaction conditions: temperature 80 celsius. Product: ClC1=C(C=CC=C1Cl)[C@@H]1C(=C(NC(=C1C(=O)OC)C)C)C(=O)OCOC(CCC)=O ((4S)-Butyroxymethyl methyl 4-(2',3'-dichlorophenyl)-2,6-dimethyl-1,4-dihydropyridine-3,5-dicarboxylate). The yield is 70.0%. Reaction SMILES: [CH3:1][C:2]1[NH:3][C:4]([CH3:23])=[C:5]([CH2:19]C(O)=O)[C@@H:6]([C:11]2[CH:16]=[CH:15][CH:14]=[C:13]([Cl:17])[C:12]=2[Cl:18])[C:7]=1[C:8]([OH:10])=[O:9].[C:24](=O)(O)[O-:25].[Na+].[C:29]([O:34][CH2:35]Cl)(=[O:33])[CH2:30][CH2:31][CH3:32].CN(C=[O:41])C>>[Cl:18][C:12]1[C:13]([Cl:17])=[CH:14][CH:15]=[CH:16][C:11]=1[C@H:6]1[C:5]([C:19]([O:25][CH3:24])=[O:41])=[C:4]([CH3:23])[NH:3][C:2]([CH3:1])=[C:7]1[C:8]([O:10][CH2:35][O:34][C:29](=[O:33])[CH2:30][CH2:31][CH3:32])=[O:9] |f:1.2|. Procedure details: To a stirred mixture of (4R)-1,4-dihydro-2,6-dimethyl-4-(2',3'-dichorophenyl)-5-carboxymethyl-3-pyridinecarboxylic acid (2.93 g, 8.23 mmol) and sodium bicarbonate (1.38 g, 16.5 mmol) in DMF (150 ml) under nitrogen atmosphere was added chloromethyl butyrate (1.72 g, 12.6 mmol). The reaction mixture was heated at 80° C. for 17 h. Workup by filtration followed by evaporation of solvent. The crude residue was chromatographed on silica gel with 5% ethyl acetate in dichloromethane. Recrystallization f... Reactants: O=C=Nc1ccc(Cl)cc1, CC1NCCN(CCCC(=O)N2CCC3(CC3)C(O)C2)C1=O. Product: CC1C(=O)N(CCCC(=O)N2CCC3(CC3)C(O)C2)CCN1C(=O)Nc1ccc(Cl)cc1. As a reaction SMILES: [Cl:23][c:24]1[cH:25][cH:26][c:27]([N:30]=[C:31]=[O:32])[cH:28][cH:29]1.[OH:1][CH:2]1[C:3]2([CH2:4][CH2:5]2)[CH2:6][CH2:7][N:8]([C:10]([CH2:11][CH2:12][CH2:13][N:14]2[C:15](=[O:21])[CH:16]([CH3:20])[NH:17][CH2:18][CH2:19]2)=[O:22])[CH2:9]1>>[OH:1][CH:2]1[C:3]2([CH2:4][CH2:5]2)[CH2:6][CH2:7][N:8]([C:10]([CH2:11][CH2:12][CH2:13][N:14]2[C:15](=[O:21])[CH:16]([CH3:20])[N:17]([C:31]([NH:30][c:27]3[cH:26][cH:25][c:24]([Cl:23])[cH:29][cH:28]3)=[O:32])[CH2:18][CH2:19]2)=[O:22])[CH2:9]1. Starting materials: BrC1=CC2=C(C(=N1)O[C@H](C)[C@@H]1CC(NC1)=O)N(C=N2)C2CC2 ((R)-4-((R)-1-((6-bromo-3-cyclopropyl-3H-imidazo[4,5-c]pyridin-4-yl)oxy)ethyl)pyrrolidin-2-one), CC1(OB(OC1(C)C)C1=CC=C(C=C1)N1CC(C1)N1CCOCC1)C (4-(1-(4-(4,4,5,5-tetramethyl-1,3,2-dioxaborolan-2-yl)phenyl)azetidin-3-yl)morpholine), C([O-])([O-])=O.[Na+].[Na+] (Sodium carbonate). The reagents and catalysts are C=1C=CC(=CC1)[P](C=2C=CC=CC2)(C=3C=CC=CC3)[Pd]([P](C=4C=CC=CC4)(C=5C=CC=CC5)C=6C=CC=CC6)([P](C=7C=CC=CC7)(C=8C=CC=CC8)C=9C=CC=CC9)[P](C=1C=CC=CC1)(C=1C=CC=CC1)C=1C=CC=CC1 (tetrakis(triphenylphosphine)palladium). Solvent: O1CCOCC1 (dioxane), O (water), O (water). The product is C1(CC1)N1C=NC2=C1C(=NC(=C2)C2=CC=C(C=C2)N2CC(C2)N2CCOCC2)O[C@H](C)[C@@H]2CC(NC2)=O ((R)-4-((R)-1-((3-cyclopropyl-6-(4-(3-morpholinoazetidin-1-yl)phenyl)-3H-imidazo[4,5-c]pyridin-4-yl)oxy)ethyl)pyrrolidin-2-one). Isolated yield 3.6%. Reaction SMILES: Br[C:2]1[N:7]=[C:6]([O:8][C@@H:9]([C@H:11]2[CH2:15][NH:14][C:13](=[O:16])[CH2:12]2)[CH3:10])[C:5]2[N:17]([CH:20]3[CH2:22][CH2:21]3)[CH:18]=[N:19][C:4]=2[CH:3]=1.CC1(C)C(C)(C)OB([C:31]2[CH:36]=[CH:35][C:34]([N:37]3[CH2:40][CH:39]([N:41]4[CH2:46][CH2:45][O:44][CH2:43][CH2:42]4)[CH2:38]3)=[CH:33][CH:32]=2)O1.C(=O)([O-])[O-].[Na+].[Na+]>O.O1CCOCC1.C1C=CC([P]([Pd]([P](C2C=CC=CC=2)(C2C=CC=CC=2)C2C=CC=CC=2)([P](C2C=CC=CC=2)(C2C=CC=CC=2)C2C=CC=CC=2)[P](C2C=CC=CC=2)(C2C=CC=CC=2)C2C=CC=CC=2)(C2C=CC=CC=2)C2C=CC=CC=2)=CC=1>[CH:20]1([N:17]2[C:5]3[C:6]([O:8][C@@H:9]([C@H:11]4[CH2:15][NH:14][C:13](=[O:16])[CH2:12]4)[CH3:10])=[N:7][C:2]([C:31]4[CH:36]=[CH:35][C:34]([N:37]5[CH2:40][CH:39]([N:41]6[CH2:42][CH2:43][O:44][CH2:45][CH2:46]6)[CH2:38]5)=[CH:33][CH:32]=4)=[CH:3][C:4]=3[N:19]=[CH:18]2)[CH2:22][CH2:21]1 |f:2.3.4,^1:64,66,85,104|. Reported procedure: To a 2-5 ml microwave vial, combined (R)-4-((R)-1-((6-bromo-3-cyclopropyl-3H-imidazo[4,5-c]pyridin-4-yl)oxy)ethyl)pyrrolidin-2-one (85 mg, 0.23 mmol), 4-(1-(4-(4,4,5,5-tetramethyl-1,3,2-dioxaborolan-2-yl)phenyl)azetidin-3-yl)morpholine (100.15 mg, 0.29 mmol), tetrakis(triphenylphosphine)palladium (26.89 mg, 0.02 mmol), 1M Sodium carbonate soln in water (0.7 ml) in dioxane (2.3 mL) and blown down with nitrogen. The reaction was irradiated for 20 mins at 150 C. The reaction was diluted with water,... The reactants are C(C1=CC=CC=C1)(=O)NN (benzhydrazide), C(C=1C(O)=CC=CC1)(=O)O (salicylic acid), N1=CC=CC=C1 (pyridine), S(=O)(Cl)Cl (thionyl chloride). Run in ClC1=CC=CC=C1 (chlorobenzene). Product: C(C=1C(O)=CC=CC1)(=O)NNC1=CC=CC=C1 (N-Salicyloyl-N'-phenyl-hydrazine). Isolated yield 67.0%. As a reaction SMILES: [C:1]([NH:9][NH2:10])(=[O:8])[C:2]1[CH:7]=[CH:6][CH:5]=[CH:4][CH:3]=1.C(O)(=O)[C:12]1[C:13](=[CH:15][CH:16]=[CH:17][CH:18]=1)O.N1C=CC=CC=1.S(Cl)(Cl)=[O:28]>ClC1C=CC=CC=1>[C:1]([NH:9][NH:10][C:12]1[CH:13]=[CH:15][CH:16]=[CH:17][CH:18]=1)(=[O:8])[C:2]1[C:7](=[CH:6][CH:5]=[CH:4][CH:3]=1)[OH:28]. Procedure details: 13.6 g (0.1 mol) of benzhydrazide and 13.8 g (0.1 mol) of salicylic acid are initially introduced into 200 ml of chlorobenzene and the mixture is heated to the boil. After adding 3.0 g (0.038 mol) of pyridine, 13.1 g (0.11 mol) of thionyl chloride are added dropwise over the course of 1 hour. The reaction starts immediately whilst the product separates out as a white precipitate. After cooling, the mixture is filtered and the product is washed with methanol and dried. N-Salicyloyl-N'-phenyl-hydr...